From a dataset of the Open Reaction Database (ORD), a public repository of structured organic reaction records. describe an organic reaction: reactants, conditions, products, and yield The reactants are FC(C(C(=O)OC)(F)F)(F)F (methyl pentafluoropropionate), O (Water), C(#N)C1=NN(C=C1I)C1=C(C=C(C=C1Cl)C(F)(F)F)Cl (3-cyano-1-(2,6-dichloro-4-trifluoromethylphenyl)-4-iodopyrazole), C(CCC)[Li] (n-butyllithium), solution. Solvent: O1CCCC1 (tetrahydrofuran), O1CCCC1 (tetrahydrofuran), hexanes. Reaction conditions: temperature -73 celsius, time 10 minute. The product is C(#N)C1=NN(C=C1C(C(C(F)(F)F)(F)F)=O)C1=C(C=C(C=C1Cl)C(F)(F)F)Cl (3-Cyano-1-(2,6-dichloro-4-trifluoromethylphenyl)-4-pentafluoropropanoylpyrazole). Reaction SMILES: [C:1]([C:3]1[C:7](I)=[CH:6][N:5]([C:9]2[C:14]([Cl:15])=[CH:13][C:12]([C:16]([F:19])([F:18])[F:17])=[CH:11][C:10]=2[Cl:20])[N:4]=1)#[N:2].C([Li])CCC.[F:26][C:27]([F:36])([F:35])[C:28]([F:34])([F:33])[C:29](OC)=[O:30].O>O1CCCC1>[C:1]([C:3]1[C:7]([C:29](=[O:30])[C:28]([F:34])([F:33])[C:27]([F:36])([F:35])[F:26])=[CH:6][N:5]([C:9]2[C:14]([Cl:15])=[CH:13][C:12]([C:16]([F:19])([F:18])[F:17])=[CH:11][C:10]=2[Cl:20])[N:4]=1)#[N:2]. Procedure details: To a stirred solution of 3-cyano-1-(2,6-dichloro-4-trifluoromethylphenyl)-4-iodopyrazole (3.0 g) in tetrahydrofuran (80 ml) at -80° C. under an atmosphere of nitrogen was added, at such a rate that the temperature of the reaction mixture did not exceed -73° C., n-butyllithium (2.78 ml of a 2.5M solution in hexanes). The mixture was stirred at -73° C. for 10 minutes and then a solution of methyl pentafluoropropionate (0.89 ml) in tetrahydrofuran (5 ml) was then added at such a rate that the tempe... Starting materials: CC(CC#C)O (pent-4-yn-2-ol), BrC=1C=C(C=CC1)CCCNC(C(F)(F)F)=O (N-(3-(3-bromophenyl)propyl)-2,2,2-trifluoroacetamide). Product: FC(C(=O)NCCCC1=CC(=CC=C1)C#CCC(C)O)(F)F (2,2,2-trifluoro-N-(3-(3-(4-hydroxypent-1-ynyl)phenyl)propyl)acetamide). RXN SMILES: [CH3:1][CH:2]([OH:6])[CH2:3][C:4]#[CH:5].Br[C:8]1[CH:9]=[C:10]([CH2:14][CH2:15][CH2:16][NH:17][C:18](=[O:23])[C:19]([F:22])([F:21])[F:20])[CH:11]=[CH:12][CH:13]=1>>[F:20][C:19]([F:21])([F:22])[C:18]([NH:17][CH2:16][CH2:15][CH2:14][C:10]1[CH:11]=[CH:12][CH:13]=[C:8]([C:5]#[C:4][CH2:3][CH:2]([OH:6])[CH3:1])[CH:9]=1)=[O:23]. Procedure: Coupling of pent-4-yn-2-ol with bromide 10 following the method used in Example 13 except the reaction was conducted at room temperature gave 2,2,2-trifluoro-N-(3-(3-(4-hydroxypent-1-ynyl)phenyl)propyl)acetamide as a pale yellow oil. Yield (0.95 g, 63%): 1H NMR (400 MHz, DMSO-d6) δ 9.40 (br s, 1H), 7.14-7.26 (m, 4H), 4.80 (s, 1H), 3.81 (q, J=5.6 Hz, 1H), 3.16 (q, J=6.8 Hz, 2H), 2.54 (t, J=5.6 Hz, 2H), 2.39 (dd, J=16.8, 6.8 Hz, 2H), 1.76 (quint, J=7.2 Hz, 2H), 1.17 (d, J=5.6 Hz, 3H). Starting materials: CCOC(=O)C(C)O, CC(C)(C)[Si](C)(C)Cl, [Cl-], [Na+], CN(C)C=O, c1c[nH]cn1. Product: CCOC(=O)C(C)O[Si](C)(C)C(C)(C)C. As a reaction SMILES: [C:1]([CH:2]([OH:3])[CH3:4])(=[O:5])[O:6][CH2:7][CH3:8].[C:9]([CH3:10])([CH3:11])([CH3:12])[Si:13]([CH3:14])([CH3:15])[Cl:16].[Cl-:27].[Na+:28].[O:22]=[CH:23][N:24]([CH3:25])[CH3:26].[nH:17]1[cH:18][cH:19][n:20][cH:21]1>>[C:1]([CH:2]([O:3][Si:13]([C:9]([CH3:10])([CH3:11])[CH3:12])([CH3:14])[CH3:15])[CH3:4])(=[O:5])[O:6][CH2:7][CH3:8]. Starting materials: CCOC(=O)C1(Nc2nc(Nc3ccc(C(=O)OC(C)(C)C)cc3)nc(OCC(F)(F)F)n2)CC1, ClCCl, O=C(O)C(F)(F)F. Product: CCOC(=O)C1(Nc2nc(Nc3ccc(C(=O)O)cc3)nc(OCC(F)(F)F)n2)CC1. Reaction SMILES: [CH2:1]([CH3:2])[O:3][C:4](=[O:5])[C:6]1([NH:9][c:10]2[n:11][c:12]([NH:22][c:23]3[cH:24][cH:25][c:26]([C:27](=[O:28])[O:29][C:30]([CH3:31])([CH3:32])[CH3:33])[cH:34][cH:35]3)[n:13][c:14]([O:16][CH2:17][C:18]([F:19])([F:20])[F:21])[n:15]2)[CH2:7][CH2:8]1.[Cl:43][CH2:44][Cl:45].[F:36][C:37]([F:38])([F:39])[C:40]([OH:41])=[O:42]>>[CH2:1]([CH3:2])[O:3][C:4](=[O:5])[C:6]1([NH:9][c:10]2[n:11][c:12]([NH:22][c:23]3[cH:24][cH:25][c:26]([C:27](=[O:28])[OH:29])[cH:34][cH:35]3)[n:13][c:14]([O:16][CH2:17][C:18]([F:19])([F:20])[F:21])[n:15]2)[CH2:7][CH2:8]1. The reactants are CSCC1=CC(=C(C(=O)O)C=C1)OCCCNC(=O)OC(C)(C)C (4-methylthiomethyl-2-[3-(t-butoxycarbonylamino)propoxy]benzoic acid), NC=1C(=NC(=CC1)C)C(=O)NC1=NC=C(C=C1)Cl (3-amino-6-methyl-N-(5-chloropyridin-2-yl)pyridine-2-carboxamide). The product is CSCC1=CC(=C(C(=O)NC=2C(=NC(=CC2)C)C(=O)NC2=NC=C(C=C2)Cl)C=C1)OCCCNC(=O)OC(C)(C)C (3-[4-Methylthiomethyl-2-[3-(t-butoxycarbonylamino)-propoxy]benzoylamino]-6-methyl-N-(5-chloropyridin-2-yl)-pyridine-2-carboxamide). Yield: 71.0%. Reaction SMILES: [CH3:1][S:2][CH2:3][C:4]1[CH:12]=[CH:11][C:7]([C:8]([OH:10])=O)=[C:6]([O:13][CH2:14][CH2:15][CH2:16][NH:17][C:18]([O:20][C:21]([CH3:24])([CH3:23])[CH3:22])=[O:19])[CH:5]=1.[NH2:25][C:26]1[C:27]([C:33]([NH:35][C:36]2[CH:41]=[CH:40][C:39]([Cl:42])=[CH:38][N:37]=2)=[O:34])=[N:28][C:29]([CH3:32])=[CH:30][CH:31]=1>>[CH3:1][S:2][CH2:3][C:4]1[CH:12]=[CH:11][C:7]([C:8]([NH:25][C:26]2[C:27]([C:33]([NH:35][C:36]3[CH:41]=[CH:40][C:39]([Cl:42])=[CH:38][N:37]=3)=[O:34])=[N:28][C:29]([CH3:32])=[CH:30][CH:31]=2)=[O:10])=[C:6]([O:13][CH2:14][CH2:15][CH2:16][NH:17][C:18]([O:20][C:21]([CH3:24])([CH3:23])[CH3:22])=[O:19])[CH:5]=1. Reported procedure: Using a procedure analogous to Example 1-G, 2-[4-methylthiomethyl-2-[3-(t-butoxycarbonylamino)propoxy]benzoic acid and 3-amino-6-methyl-N-(5-chloropyridin-2-yl)pyridine-2-carboxamide gave the title compound as a white glassy solid (1.41 g, 71%). Reactants: ClC1=NC2=C(N1[C@H]1[C@H](OC(C)=O)[C@H](OC(C)=O)[C@H](O1)COC(C)=O)C=C(C=C2)Cl (2,6-Dichloro-1-(2,3,5-tri-O-acetyl-β-D-ribofuranosyl)benzimidazole). Run in N (ammonia). Reaction conditions: time 5 hour. The product is ClC1=NC2=C(N1[C@H]1[C@H](O)[C@H](O)[C@H](O1)CO)C=C(C=C2)Cl (2,6-Dichloro-I-(βribofuranosyl)benzimidazole). RXN SMILES: [Cl:1][C:2]1[N:6]([C@@H:7]2[O:19][C@H:18]([CH2:20][O:21]C(=O)C)[C@@H:13]([O:14]C(=O)C)[C@H:8]2[O:9]C(=O)C)[C:5]2[CH:25]=[C:26]([Cl:29])[CH:27]=[CH:28][C:4]=2[N:3]=1>N>[Cl:1][C:2]1[N:6]([C@@H:7]2[O:19][C@H:18]([CH2:20][OH:21])[C@@H:13]([OH:14])[C@H:8]2[OH:9])[C:5]2[CH:25]=[C:26]([Cl:29])[CH:27]=[CH:28][C:4]=2[N:3]=1. Procedure details: 2,6-Dichloro-1-(2,3,5-tri-O-acetyl-β-D-ribofuranosyl)benzimidazole (66) (1.8 grams) was dissolved in methanolic ammonia (35 ml). The reaction material was stirred in a pressure bottle for 5 hours at room temperature. Volatile materials were evaporated in vacuo to provide a white powdery precipitate. This residue was recrystallized from MeOH to yield 561 mg (2 crops, 85%) of 67 as colorless needles. MP 162°-163° C. 1H NMR (DMSO-d6): d 8.30 (d, 1, 7-H, J7-5 =2.0 Hz), 7.64 (d, 1, 4-H, J4-5 =8.5 Hz)... The reactants are [BH4-], O=C(c1cc(Br)cc(Br)c1)N1CCC(N(Cc2ccnc3ccccc23)C(=O)C(F)(F)F)CC1Cc1ccccc1, [Na+]. Yields the product O=C(c1cc(Br)cc(Br)c1)N1CCC(NCc2ccnc3ccccc23)CC1Cc1ccccc1. RXN SMILES: [BH4-:42].[CH2:1]([c:2]1[cH:3][cH:4][cH:5][cH:6][cH:7]1)[CH:8]1[N:9]([C:32]([c:33]2[cH:34][c:35]([Br:40])[cH:36][c:37]([Br:39])[cH:38]2)=[O:41])[CH2:10][CH2:11][CH:12]([N:14]([C:15](=[O:16])[C:17]([F:18])([F:19])[F:20])[CH2:21][c:22]2[cH:23][cH:24][n:25][c:26]3[cH:27][cH:28][cH:29][cH:30][c:31]23)[CH2:13]1.[Na+:43]>>[CH2:1]([c:2]1[cH:3][cH:4][cH:5][cH:6][cH:7]1)[CH:8]1[N:9]([C:32]([c:33]2[cH:34][c:35]([Br:40])[cH:36][c:37]([Br:39])[cH:38]2)=[O:41])[CH2:10][CH2:11][CH:12]([NH:14][CH2:21][c:22]2[cH:23][cH:24][n:25][c:26]3[cH:27][cH:28][cH:29][cH:30][c:31]23)[CH2:13]1. The reactants are C(C)C1C(CC(C(C(OC(C2CCCCN2C(C(C2(C(CC(C(C(CC(CC(=C1)C)C)OC)O2)OC)C)O)=O)=O)=O)C(=CC2CC(C(CC2)O)O)C)C)O)=O (17-ethyl-1,14-dihydroxy-12-[2'-(3",4"-dihydroxycyclohexyl)-1'-methylvinyl]-23,25-dimethoxy-13,19,21,27-tetramethyl-11,28-dioxa-4-azatricyclo[22.3.1.04,9 ]octacos-18-ene-2,3,10,16-tetraone), C1(=CC=C(C=C1)S(=O)(=O)O)C (p-toluenesulfonic acid). Run in C1=CC=CC=C1 (benzene). The product is C(C)C1C(C=CC(C(OC(C2CCCCN2C(C(C2(C(CC(C(C(CC(CC(=C1)C)C)OC)O2)OC)C)O)=O)=O)=O)C(=CC2CC(C(CC2)O)O)C)C)=O (17-ethyl-1-hydroxy-12-[2'-(3",4"-dihydroxycyclohexyl)-1'-methylvinyl]-23,25-dimethoxy-13,19,21,27-tetramethyl-11,28-dioxa-4-azatricyclo[22.3.1.04,9 ]octacos-14,18-diene-2,3,10,16-tetraone). Yield: 87.7%. RXN SMILES: [CH2:1]([CH:3]1[CH:29]=[C:28]([CH3:30])[CH2:27][CH:26]([CH3:31])[CH2:25][CH:24]([O:32][CH3:33])[CH:23]2[O:34][C:19]([OH:38])([CH:20]([CH3:37])[CH2:21][CH:22]2[O:35][CH3:36])[C:18](=[O:39])[C:17](=[O:40])[N:16]2[CH:11]([CH2:12][CH2:13][CH2:14][CH2:15]2)[C:10](=[O:41])[O:9][CH:8]([C:42]([CH3:52])=[CH:43][CH:44]2[CH2:49][CH2:48][CH:47]([OH:50])[CH:46]([OH:51])[CH2:45]2)[CH:7]([CH3:53])[CH:6](O)[CH2:5][C:4]1=[O:55])[CH3:2].C1(C)C=CC(S(O)(=O)=O)=CC=1>C1C=CC=CC=1>[CH2:1]([CH:3]1[CH:29]=[C:28]([CH3:30])[CH2:27][CH:26]([CH3:31])[CH2:25][CH:24]([O:32][CH3:33])[CH:23]2[O:34][C:19]([OH:38])([CH:20]([CH3:37])[CH2:21][CH:22]2[O:35][CH3:36])[C:18](=[O:39])[C:17](=[O:40])[N:16]2[CH:11]([CH2:12][CH2:13][CH2:14][CH2:15]2)[C:10](=[O:41])[O:9][CH:8]([C:42]([CH3:52])=[CH:43][CH:44]2[CH2:49][CH2:48][CH:47]([OH:50])[CH:46]([OH:51])[CH2:45]2)[CH:7]([CH3:53])[CH:6]=[CH:5][C:4]1=[O:55])[CH3:2]. Procedure: A solution of 17-ethyl-1,14-dihydroxy-12-[2'-(3",4"-dihydroxycyclohexyl)-1'-methylvinyl]-23,25-dimethoxy-13,19,21,27-tetramethyl-11,28-dioxa-4-azatricyclo[22.3.1.04,9 ]octacos-18-ene-2,3,10,16-tetraone (210 mg) and a catalytic amount of p-toluenesulfonic acid in 40 ml of dry benzene was refluxed for 4 h under nitrogen atmosphere. The solvent was removed under reduced pressure and the dark brown residue was purified by column chromatography on silica gel (7% i-PrOH/CH2Cl2) to give 17-ethyl-1-hydr... The reactants are BrC1=C(C2=C(NC=N2)C=C1)C (5-bromo-4-methyl-1H-benzo[d]imidazole), CN(C)C=O (DMF). Reagents/catalysts: [C-]#N.[C-]#N.[Zn+2] (Zn(CN)2), C1=CC=C(C=C1)P([C-]2C=CC=C2)C3=CC=CC=C3.C1=CC=C(C=C1)P([C-]2C=CC=C2)C3=CC=CC=C3.Cl[Pd]Cl.[Fe+2] (Pd(dppf)Cl2), [Zn] (zinc). Reaction conditions: temperature 120 celsius. The product is CC1=C(C=CC=2NC=NC21)C#N (4-methyl-1H-benzo[d]imidazole-5-carbonitrile). The yield is 53.0%. As a reaction SMILES: Br[C:2]1[CH:10]=[CH:9][C:5]2[NH:6][CH:7]=[N:8][C:4]=2[C:3]=1[CH3:11].[CH3:12][N:13](C=O)C>[C-]#N.[C-]#N.[Zn+2].C1C=CC(P(C2C=CC=CC=2)[C-]2C=CC=C2)=CC=1.C1C=CC(P(C2C=CC=CC=2)[C-]2C=CC=C2)=CC=1.Cl[Pd]Cl.[Fe+2].[Zn]>[CH3:11][C:3]1[C:4]2[N:8]=[CH:7][NH:6][C:5]=2[CH:9]=[CH:10][C:2]=1[C:12]#[N:13] |f:2.3.4,5.6.7.8|. Procedure details: A mixture of 158 (21 g; 99 mmol), Zn(CN)2 (23.2 g; 198 mmol), Pd(dppf)Cl2 (6.4 g; 9.9 mmol) and zinc (258 mg; 4 mmol) in dry DMF (150 mL) under inert atmosphere was heated at 120° C. for 2 h. The reaction mixture was filtered through a pad of Celite® that was washed with EtOAc. The organics were washed with water, dried (MgSO4), filtered and evaporated in vacuo. The crude product was purified by SiO2 chromatography eluted with a DCM/MeOH gradient (0 to 10% MeOH) to afford 8.3 g (53%) of 4-methyl... Starting materials: [H-].[Na+] (NaH), ClC1=CC=NC2=C(C=CC=C12)Cl (4,8-Dichloro-quinoline), C(C)(C)OC(=O)N1CCC(CC1)O (4-hydroxy-piperidine-1-carboxylic acid isopropyl ester), C1CCOC1 (THF). Run in C(Cl)Cl (CH2Cl2). Conditions: time 30 minute. The product is C(C)(C)OC(=O)N1CCC(CC1)OC1=CC=NC2=C(C=CC=C12)Cl (4-(8-chloro-quinolin-4-yloxy)-piperidine-1-carboxylic acid isopropyl ester). Reaction SMILES: [H-].[Na+].[CH:3]([O:6][C:7]([N:9]1[CH2:14][CH2:13][CH:12]([OH:15])[CH2:11][CH2:10]1)=[O:8])([CH3:5])[CH3:4].C1COCC1.Cl[C:22]1[C:31]2[C:26](=[C:27]([Cl:32])[CH:28]=[CH:29][CH:30]=2)[N:25]=[CH:24][CH:23]=1>C(Cl)Cl>[CH:3]([O:6][C:7]([N:9]1[CH2:10][CH2:11][CH:12]([O:15][C:22]2[C:31]3[C:26](=[C:27]([Cl:32])[CH:28]=[CH:29][CH:30]=3)[N:25]=[CH:24][CH:23]=2)[CH2:13][CH2:14]1)=[O:8])([CH3:5])[CH3:4] |f:0.1|. Procedure details: In a 50 mL round-bottomed flask equipped with a N2 inlet septum was placed a stir bar, NaH (60% in mineral oil, 1.1 g, 30 mmol) and 4-hydroxy-piperidine-1-carboxylic acid isopropyl ester (0.93 g, 5 mmol). THF (anhydrous, 20 mL) was added to the mixture. The resulting suspension was stirred about 30 min at room temperature. 4,8-Dichloro-quinoline (1 g, 0.5 mmol) was then added in one portion. The mixture was stirred overnight under N2 at 80° C. and the resulting slurry turned slightly yellowish. ...